From a dataset of the Open Reaction Database (ORD), a public repository of structured organic reaction records. describe an organic reaction: reactants, conditions, products, and yield Reactants: BrCC1=C(C=C(C=C1)C1=NOC(C1)(C(F)(F)F)C1=CC(=C(C(=C1)Cl)Cl)Cl)Cl (3-(4-bromomethyl-3-chlorophenyl)-5-(3,4,5-trichlorophenyl)-5-trifluoromethyl-4,5-dihydroisoxazole), C1(C=2C(C(N1)=O)=CC=CC2)=O.[K] (potassium phthalimide), resultant mixture. Run in C(C)(=O)OCC (ethyl acetate), CN(C=O)C (N,N-dimethylformamide). Yields the product ClC1=C(C=CC(=C1)C1=NOC(C1)(C(F)(F)F)C1=CC(=C(C(=C1)Cl)Cl)Cl)CN1C(C=2C(C1=O)=CC=CC2)=O (N-[[2-chloro-4-[5-(3,4,5-trichlorophenyl)-5-trifluoromethyl-4,5-dihydroisoxazole-3-yl]phenyl]methyl]phthalimide). RXN SMILES: Br[CH2:2][C:3]1[CH:8]=[CH:7][C:6]([C:9]2[CH2:13][C:12]([C:18]3[CH:23]=[C:22]([Cl:24])[C:21]([Cl:25])=[C:20]([Cl:26])[CH:19]=3)([C:14]([F:17])([F:16])[F:15])[O:11][N:10]=2)=[CH:5][C:4]=1[Cl:27].[C:28]1(=[O:38])[NH:32][C:31](=[O:33])[C:30]2=[CH:34][CH:35]=[CH:36][CH:37]=[C:29]12.[K]>CN(C)C=O.C(OCC)(=O)C>[Cl:27][C:4]1[CH:5]=[C:6]([C:9]2[CH2:13][C:12]([C:18]3[CH:23]=[C:22]([Cl:24])[C:21]([Cl:25])=[C:20]([Cl:26])[CH:19]=3)([C:14]([F:17])([F:16])[F:15])[O:11][N:10]=2)[CH:7]=[CH:8][C:3]=1[CH2:2][N:32]1[C:31](=[O:33])[C:30]2=[CH:34][CH:35]=[CH:36][CH:37]=[C:29]2[C:28]1=[O:38] |f:1.2,^1:38|. Procedure: To a solution of 34.1 g of 3-(4-bromomethyl-3-chlorophenyl)-5-(3,4,5-trichlorophenyl)-5-trifluoromethyl-4,5-dihydroisoxazole in 200 mL of N,N-dimethylformamide, 12.6 g of potassium phthalimide was added and the resultant mixture was stirred at room temperature for 3 hours. After the completion of the reaction, the reaction mixture was diluted with 350 mL of ethyl acetate and the diluted reaction mixture was washed with water (80 mL×3). Subsequently, the washed reaction mixture was dehydrated and...